Dataset: the Open Reaction Database (ORD), a public repository of structured organic reaction records. Task: describe an organic reaction: reactants, conditions, products, and yield Procedure: 2 g (4.6 mmol) of 10-undecenyl 4-(5-octylpyrimidin-2-yl)phenyl ether, 6 g (63.4 mmol) of chlorodimethylsilane and 0.1 ml of a 0.1 molar solution of H2PtCl6 in isopropanol are heated at 100° C. for 8 h in a sealed glass tube. After opening the tube, the product is evaporated down, taken up in 10 ml of dry tetrahydrofuran and mixed with 50 ml of a 1 molar solution of methylmagnesium bromide in tetrahydrofuran. After heating for 2 hours under reflux, the mixture is hydrolyzed in a saturated aqueous... RXN SMILES: [CH2:1]([C:9]1[CH:10]=[N:11][C:12]([C:15]2[CH:20]=[CH:19][C:18]([O:21][CH2:22][CH2:23][CH2:24][CH2:25][CH2:26][CH2:27][CH2:28][CH2:29][CH2:30][CH:31]=[CH2:32])=[CH:17][CH:16]=2)=[N:13][CH:14]=1)[CH2:2][CH2:3][CH2:4][CH2:5][CH2:6][CH2:7][CH3:8].Cl[SiH:34]([CH3:36])[CH3:35].[CH:37](O)(C)C>>[CH2:1]([C:9]1[CH:14]=[N:13][C:12]([C:15]2[CH:20]=[CH:19][C:18]([O:21][CH2:22][CH2:23][CH2:24][CH2:25][CH2:26][CH2:27][CH2:28][CH2:29][CH2:30][CH2:31][CH2:32][Si:34]([CH3:36])([CH3:37])[CH3:35])=[CH:17][CH:16]=2)=[N:11][CH:10]=1)[CH2:2][CH2:3][CH2:4][CH2:5][CH2:6][CH2:7][CH3:8]. The product is C(CCCCCCC)C=1C=NC(=NC1)C1=CC=C(C=C1)OCCCCCCCCCCC[Si](C)(C)C (11-(Trimethylsilyl)undecyl 4-(5-octylpyrimidin-2-yl)phenyl ether). The reactants are C(CCCCCCC)C=1C=NC(=NC1)C1=CC=C(C=C1)OCCCCCCCCCC=C (10-undecenyl 4-(5-octylpyrimidin-2-yl)phenyl ether), Cl[SiH](C)C (chlorodimethylsilane), solution, H2PtCl6, C(C)(C)O (isopropanol). The reactants are CN(C)Cc1ccccc1, CC(C)SCl, CN(C)C=O, Clc1ccccc1, O=C1NCCO1. Yields the product CC(C)SN1CCOC1=O. As a reaction SMILES: [CH3:12][N:13]([CH3:14])[CH2:15][c:16]1[cH:17][cH:18][cH:19][cH:20][cH:21]1.[CH3:1][CH:2]([CH3:3])[S:4][Cl:5].[CH3:29][N:30]([CH3:31])[CH:32]=[O:33].[Cl:22][c:23]1[cH:24][cH:25][cH:26][cH:27][cH:28]1.[O:6]1[C:7](=[O:11])[NH:8][CH2:9][CH2:10]1>>[CH3:1][CH:2]([CH3:3])[S:4][N:8]1[C:7](=[O:11])[O:6][CH2:10][CH2:9]1. The reactants are CC(C)(C)C(=O)OCC1OC(Br)C(OC(=O)C(C)(C)C)C(OC(=O)C(C)(C)C)C1OC(=O)C(C)(C)C, CCCC[N+](CCCC)(CCCC)Cc1ccccc1, ClCCl, [Cl-], [Na+], [OH-], COC(CCOc1ccc(CCn2ccc3cccc(O)c32)cc1)OC. The product is COC(CCOc1ccc(CCn2ccc3cccc(OC4OC(COC(=O)C(C)(C)C)C(OC(=O)C(C)(C)C)C(OC(=O)C(C)(C)C)C4OC(=O)C(C)(C)C)c32)cc1)OC. As a reaction SMILES: [C:27]([C:28]([CH3:29])([CH3:30])[CH3:31])(=[O:32])[O:33][CH:34]1[CH:35]([Br:62])[O:36][CH:37]([CH2:54][O:55][C:56]([C:57]([CH3:58])([CH3:59])[CH3:60])=[O:61])[CH:38]([O:47][C:48]([C:49]([CH3:50])([CH3:51])[CH3:52])=[O:53])[CH:39]1[O:40][C:41]([C:42]([CH3:43])([CH3:44])[CH3:45])=[O:46].[CH2:66]([N+:67]([CH2:68][CH2:69][CH2:70][CH3:71])([CH2:72][CH2:73][CH2:74][CH3:75])[CH2:76][CH2:77][CH2:78][CH3:79])[c:80]1[cH:81][cH:82][cH:83][cH:84][cH:85]1.[CH2:86]([Cl:87])[Cl:88].[Cl-:65].[Na+:64].[OH-:63].[OH:1][c:2]1[cH:3][cH:4][cH:5][c:6]2[cH:7][cH:8][n:9]([CH2:11][CH2:12][c:13]3[cH:14][cH:15][c:16]([O:19][CH2:20][CH2:21][CH:22]([O:23][CH3:24])[O:25][CH3:26])[cH:17][cH:18]3)[c:10]12>>[O:1]([c:2]1[cH:3][cH:4][cH:5][c:6]2[cH:7][cH:8][n:9]([CH2:11][CH2:12][c:13]3[cH:14][cH:15][c:16]([O:19][CH2:20][CH2:21][CH:22]([O:23][CH3:24])[O:25][CH3:26])[cH:17][cH:18]3)[c:10]12)[CH:35]1[CH:34]([O:33][C:27]([C:28]([CH3:29])([CH3:30])[CH3:31])=[O:32])[CH:39]([O:40][C:41]([C:42]([CH3:43])([CH3:44])[CH3:45])=[O:46])[CH:38]([O:47][C:48]([C:49]([CH3:50])([CH3:51])[CH3:52])=[O:53])[CH:37]([CH2:54][O:55][C:56]([C:57]([CH3:58])([CH3:59])[CH3:60])=[O:61])[O:36]1. Starting materials: C(C)(C)(C)[SiH2]OC(C1=CC(=NO1)C(C)=O)(C)C (1-[5-(tert-butyl-dimethyl-silanyloxymethyl)-isoxazol-3-yl]-ethanone), COC(OC)OC (trimethylorthoformate), N#N (N2), LiBF4, C(=O)(O)[O-].[Na+] (NaHCO3). Product: OCC1=CC(=NO1)C(C)=O (1-(5-Hydroxymethyl-isoxazol-3-yl)-ethanone). As a reaction SMILES: N#N.C([SiH2][O:8][C:9](C)(C)[C:10]1[O:14][N:13]=[C:12]([C:15](=[O:17])[CH3:16])[CH:11]=1)(C)(C)C.COC(OC)OC.C([O-])(O)=O.[Na+]>C(O)CO>[OH:8][CH2:9][C:10]1[O:14][N:13]=[C:12]([C:15](=[O:17])[CH3:16])[CH:11]=1 |f:3.4|. Solvent: C(CO)O (ethylene glycol). Procedure: In a flame dried round-bottomed flask equipped with a magnetic stir bar and under inert atmosphere (N2), a solution of 1-[5-(tert-butyl-dimethyl-silanyloxymethyl)-isoxazol-3-yl]-ethanone (1.99 g, 7.79 mmol) in ethylene glycol (8.69 mL) was treated with trimethylorthoformate (1.71 mL, 15.58 mmol) followed by LiBF4 (146 mg, 1.56 mmol). The reaction mixture was heated at 95° C. overnight. Sat. aq. NaHCO3 (50 mL) was added and the mixture was extracted with EA (2×50 mL). The combined org. extracts w... Run at temperature 95 celsius. Reactants: Clc1cc(Cl)nc(Cl)n1, FC(F)c1nc2ccccc2[nH]1, [H-], [Na+], CN(C)C=O, O. The product is FC(F)c1nc2ccccc2n1-c1nc(Cl)cc(Cl)n1. RXN SMILES: [Cl:15][c:16]1[n:17][c:18]([Cl:23])[cH:19][c:20]([Cl:22])[n:21]1.[F:1][CH:2]([c:3]1[nH:4][c:5]2[c:6]([n:7]1)[cH:8][cH:9][cH:10][cH:11]2)[F:12].[H-:13].[Na+:14].[O:25]=[CH:26][N:27]([CH3:28])[CH3:29].[OH2:24]>>[F:1][CH:2]([c:3]1[n:4][c:5]2[c:6]([n:7]1-[c:16]1[n:17][c:18]([Cl:23])[cH:19][c:20]([Cl:22])[n:21]1)[cH:8][cH:9][cH:10][cH:11]2)[F:12]. The reactants are C(CCC)(=O)OCC1OC(OC1)(C)C ((2,2-dimethyl-1,3-dioxolan-4-yl)methyl butanoate), 50W, H+. Solvent: CO (MeOH). Yields the product C(CCC)(=O)OCC(CO)O (2,3-dihydroxypropyl butanoate). The yield is 80.0%. As a reaction SMILES: [C:1]([O:6][CH2:7][CH:8]1[CH2:12][O:11]C(C)(C)[O:9]1)(=[O:5])[CH2:2][CH2:3][CH3:4]>CO>[C:1]([O:6][CH2:7][CH:8]([OH:9])[CH2:12][OH:11])(=[O:5])[CH2:2][CH2:3][CH3:4]. Procedure: A solution of 22 (50.6 g, 250 mmol), and Dowex 50W X8-100 H+ resin (76.5 g) in MeOH (500 ml), was heated at 50° C. for 2 hours, cooled to room temperature, filtered, and the resin washed with MeOH (1×200 ml). The methanol fractions were combined and concentrated in vacuo. The crude product was passed through a plug of silica gel using ethyl acetate:hexanes (1:1) as the eluent. Fractions containing the product were combined and concentrated in vacuo to afford 23 (32.8 g, 200 mmol, 81%) as an oil.... The reactants are CC(C)(C)c1cc(Br)cc(C(=O)Nc2ccc(C#N)cc2Cl)c1O, OB(O)c1cc2ccccc2s1. The product is CC(C)(C)c1cc(-c2cc3ccccc3s2)cc(C(=O)Nc2ccc(C#N)cc2Cl)c1O. Reaction SMILES: [Br:1][c:2]1[cH:3][c:4]([C:5](=[O:6])[NH:7][c:8]2[c:9]([Cl:16])[cH:10][c:11]([C:14]#[N:15])[cH:12][cH:13]2)[c:17]([OH:24])[c:18]([C:20]([CH3:21])([CH3:22])[CH3:23])[cH:19]1.[s:25]1[c:26]([B:34]([OH:35])[OH:36])[cH:27][c:28]2[c:29]1[cH:30][cH:31][cH:32][cH:33]2>>[c:2]1(-[c:26]2[s:25][c:29]3[c:28]([cH:27]2)[cH:33][cH:32][cH:31][cH:30]3)[cH:3][c:4]([C:5](=[O:6])[NH:7][c:8]2[c:9]([Cl:16])[cH:10][c:11]([C:14]#[N:15])[cH:12][cH:13]2)[c:17]([OH:24])[c:18]([C:20]([CH3:21])([CH3:22])[CH3:23])[cH:19]1.